From a dataset of the Open Reaction Database (ORD), a public repository of structured organic reaction records. describe an organic reaction: reactants, conditions, products, and yield Starting materials: [Al+3], CC(C)(C)NCCCN, CC(C)(C)NCCC#N, C1CCOC1, ClCCl, [H-], [H-], [H-], [H-], [Li+], O, CCOC(=O)Cn1cnc(-c2ccccc2)c1-c1ccccc1. Yields the product CC(C)(C)NCCCNC(=O)Cn1cnc(-c2ccccc2)c1-c1ccccc1. As a reaction SMILES: [Al+3:34].[C:24]([CH3:25])([CH3:26])([CH3:27])[NH:28][CH2:29][CH2:30][CH2:31][NH2:32].[C:39]([NH:40][CH2:41][CH2:42][C:43]#[N:44])([CH3:45])([CH3:46])[CH3:47].[CH2:48]1[O:49][CH2:50][CH2:51][CH2:52]1.[CH2:53]([Cl:54])[Cl:55].[H-:33].[H-:36].[H-:37].[H-:38].[Li+:35].[OH2:56].[c:1]1(-[c:7]2[n:8][cH:9][n:10]([CH2:18][C:19]([O:21][CH2:20][CH3:22])=[O:23])[c:11]2-[c:12]2[cH:13][cH:14][cH:15][cH:16][cH:17]2)[cH:2][cH:3][cH:4][cH:5][cH:6]1>>[c:1]1(-[c:7]2[n:8][cH:9][n:10]([CH2:18][C:19](=[O:21])[NH:32][CH2:31][CH2:30][CH2:29][NH:28][C:24]([CH3:25])([CH3:26])[CH3:27])[c:11]2-[c:12]2[cH:13][cH:14][cH:15][cH:16][cH:17]2)[cH:2][cH:3][cH:4][cH:5][cH:6]1.